describe an organic reaction: reactants, conditions, products, and yield From a dataset of the Open Reaction Database (ORD), a public repository of structured organic reaction records. Starting materials: BrB(Br)Br, COc1cccc(C2CN3CCCC3c3cc(OCCCN4CCCCC4)ccc32)c1, ClCCl. Yields the product Oc1cccc(C2CN3CCCC3c3cc(OCCCN4CCCCC4)ccc32)c1. RXN SMILES: [B:32]([Br:33])([Br:34])[Br:35].[CH3:1][O:2][c:3]1[cH:4][c:5]([CH:9]2[CH2:10][N:11]3[CH:12]([c:13]4[cH:14][c:15]([O:19][CH2:20][CH2:21][CH2:22][N:23]5[CH2:24][CH2:25][CH2:26][CH2:27][CH2:28]5)[cH:16][cH:17][c:18]42)[CH2:29][CH2:30][CH2:31]3)[cH:6][cH:7][cH:8]1.[Cl:36][CH2:37][Cl:38]>>[OH:2][c:3]1[cH:4][c:5]([CH:9]2[CH2:10][N:11]3[CH:12]([c:13]4[cH:14][c:15]([O:19][CH2:20][CH2:21][CH2:22][N:23]5[CH2:24][CH2:25][CH2:26][CH2:27][CH2:28]5)[cH:16][cH:17][c:18]42)[CH2:29][CH2:30][CH2:31]3)[cH:6][cH:7][cH:8]1.